From a dataset of the Open Reaction Database (ORD), a public repository of structured organic reaction records. describe an organic reaction: reactants, conditions, products, and yield Starting materials: C([O-])([O-])=O.[Cs+].[Cs+] (caesium carbonate), Cl (HCl), BrC1=C(C=CC(=N1)C(=O)OC)O (methyl 6-bromo-5-hydroxy-2-pyridine carboxylate), C(C1=CC=CC=C1)OC=1C=C(C=CC1Cl)B(O)O ([3-(benzyloxy)-4-chlorophenyl]boronic acid). The reagents and catalysts are C=1C=CC(=CC1)[P](C=2C=CC=CC2)(C=3C=CC=CC3)[Pd]([P](C=4C=CC=CC4)(C=5C=CC=CC5)C=6C=CC=CC6)([P](C=7C=CC=CC7)(C=8C=CC=CC8)C=9C=CC=CC9)[P](C=1C=CC=CC1)(C=1C=CC=CC1)C=1C=CC=CC1 (Pd(PPh3)4). The solvent is CN(C)C=O (DMF), CCOCC.CCOC(=O)C (ether EtOAc). Run at temperature 90 celsius, time 10 hour. Yields the product C(C1=CC=CC=C1)OC=1C=C(C=CC1Cl)C1=C(C=CC(=N1)C(=O)OC)O (Methyl 6-[3-(benzyloxy)-4-chlorophenyl]-5-hydroxypyridine-2-carboxylate). RXN SMILES: Br[C:2]1[N:7]=[C:6]([C:8]([O:10][CH3:11])=[O:9])[CH:5]=[CH:4][C:3]=1[OH:12].[CH2:13]([O:20][C:21]1[CH:22]=[C:23](B(O)O)[CH:24]=[CH:25][C:26]=1[Cl:27])[C:14]1[CH:19]=[CH:18][CH:17]=[CH:16][CH:15]=1.C(=O)([O-])[O-].[Cs+].[Cs+].Cl>CN(C=O)C.CCOCC.CCOC(C)=O.C1C=CC([P]([Pd]([P](C2C=CC=CC=2)(C2C=CC=CC=2)C2C=CC=CC=2)([P](C2C=CC=CC=2)(C2C=CC=CC=2)C2C=CC=CC=2)[P](C2C=CC=CC=2)(C2C=CC=CC=2)C2C=CC=CC=2)(C2C=CC=CC=2)C2C=CC=CC=2)=CC=1>[CH2:13]([O:20][C:21]1[CH:22]=[C:23]([C:2]2[N:7]=[C:6]([C:8]([O:10][CH3:11])=[O:9])[CH:5]=[CH:4][C:3]=2[OH:12])[CH:24]=[CH:25][C:26]=1[Cl:27])[C:14]1[CH:15]=[CH:16][CH:17]=[CH:18][CH:19]=1 |f:2.3.4,7.8,^1:57,59,78,97|. Procedure: Stir a solution of 37 g (163 mmol) of methyl 6-bromo-5-hydroxy-2-pyridine carboxylate and 51 g (196 mmol) of [3-(benzyloxy)-4-chlorophenyl]boronic acid in 300 mL of anhydrous DMF for 15 min while bubbling with argon, then add 63.8 g (196 mmol) of anhydrous caesium carbonate and 5 g (4.33 mmol) of Pd(PPh3)4. Stir the reaction mixture for 10 h at 90° C. under argon, cool to RT, then distribute in 1 L of ether/EtOAc 1:1 mixture and 1 L of a 0.5N aqueous HCl solution. Extract the aqueous phase again... The reactants are ClC1=C(C=C(CNC(C(F)(F)F)=O)C=C1)[N+](=O)[O-] (N-(4-chloro-3-nitrobenzyl)-2,2,2-trifluoroacetamide), Cl (HCl). Solvent: CO (methanol). Product: Cl.ClC1=C(C=C(C=C1)CN)[N+](=O)[O-] ((4-chloro-3-nitrophenyl)methanamine hydrochloride). Yield: 221.7%. RXN SMILES: [Cl:1][C:2]1[CH:15]=[CH:14][C:5]([CH2:6][NH:7]C(=O)C(F)(F)F)=[CH:4][C:3]=1[N+:16]([O-:18])=[O:17].Cl>CO>[ClH:1].[Cl:1][C:2]1[CH:15]=[CH:14][C:5]([CH2:6][NH2:7])=[CH:4][C:3]=1[N+:16]([O-:18])=[O:17] |f:3.4|. Reported procedure: To a solution of N-(4-chloro-3-nitrobenzyl)-2,2,2-trifluoroacetamide (0.800 g) in methanol (20 mL) was added conc. HCl (2.0 ml). The reaction mass was refluxed for 18 h. Excess solvent was removed under vacuum to afford 0.700 g of desired product. 1H NMR (300 MHz, DMSO d6): δ 7.18 (s, 1H), 7.35 (s, 1H), 7.52 (s, 1H), 7.86 (s, 2H); 8.28 (s, 1H), 8.72 (br s, 2H). The reactants are C(C)[C@]12[C@H](CC[C@H]2[C@H]2[C@H](CC1)C=1C=CC(=CC1CC2)OC)O (13β-ethyl-3-methoxy-gona-1,3,5(10)-trien-17β-ol), N (ammonia), [Cl-].[NH4+] (ammonium chloride), [Li] (lithium). The solvent is COCC(C)O (1-methoxypropan-2-ol), O (water). The product is C(C)[C@]12[C@H](CC[C@H]2[C@H]2[C@H](CC1)C=1CC=C(CC1CC2)OC)O (13β-Ethyl-3-methoxy-gona-2,5(10)-dien-17β-ol). RXN SMILES: [CH2:1]([C@:3]12[CH2:11][CH2:10][C@@H:9]3[C:12]4[CH:13]=[CH:14][C:15]([O:20][CH3:21])=[CH:16][C:17]=4[CH2:18][CH2:19][C@H:8]3[C@@H:7]1[CH2:6][CH2:5][C@@H:4]2[OH:22])[CH3:2].N.[Li].[Cl-].[NH4+]>COCC(O)C.O>[CH2:1]([C@:3]12[CH2:11][CH2:10][C@@H:9]3[C:12]4[CH2:13][CH:14]=[C:15]([O:20][CH3:21])[CH2:16][C:17]=4[CH2:18][CH2:19][C@H:8]3[C@@H:7]1[CH2:6][CH2:5][C@@H:4]2[OH:22])[CH3:2] |f:3.4,^1:23|. Reported procedure: To 13β-ethyl-3-methoxy-gona-1,3,5(10)-trien-17β-ol (1.0 g.) in 1-methoxypropan-2-ol (100 cc.) add liquid ammonia (200 cc.), followed by lithium metal (1.2 g.) in small pieces with stirring. After discharge of the blue color add an excess ammonium chloride, followed by water; filter off the crude 13β-ethyl-3-methoxy-gona-2,5(10)-dien-17β-ol and dry, m.p. 98°-104°. No selective ultra-violet absorption beyond 220 mμ; infrared absorption peaks at 3.03, 5.92, 6.01 μ.